From a dataset of the Open Reaction Database (ORD), a public repository of structured organic reaction records. describe an organic reaction: reactants, conditions, products, and yield The reactants are N[C@@H]1[C@@H](CN(CC1)CCN1C(C=CC2=C(C=C(C=C12)F)F)=O)OC (Cis(±)1-[2-(4-amino-3-methoxypiperidin-1-yl)ethyl]-5,7-difluoroquinolin-2(1H)-one), N[C@@H]1[C@@H](CN(CC1)CCN1C(C=CC2=C(C=C(C=C12)F)F)=O)OC (Cis(±)1-[2-(4-amino-3-methoxypiperidin-1-yl)ethyl]-5,7-difluoroquinolin-2(1H)-one), O=C1NC2=C(OC1)C=CC(=N2)C=O (3-oxo-3,4-dihydro-2H-pyrido[3,2-b][1,4]oxazine-6-carbaldehyde), C(C)(=O)O[BH-](OC(C)=O)OC(C)=O.[Na+] (sodium triacetoxy borohydride), CO (methanol). Run in ClCCl (dichloromethane). Yields the product FC1=C2C=CC(N(C2=CC(=C1)F)CCN1C[C@H]([C@H](CC1)NCC=1C=CC=2OCC(NC2N1)=O)OC)=O (Cis(±)6-[({1-[2-(5,7-difluoro-2-oxoquinolin-1(2H)-yl)ethyl]-3-methoxypiperidin-4-yl}amino)methyl]-2H-pyrido[3,2-b][1,4]oxazin-3(4H)-one). The yield is 57.2%. RXN SMILES: [NH2:1][C@H:2]1[CH2:7][CH2:6][N:5]([CH2:8][CH2:9][N:10]2[C:19]3[C:14](=[C:15]([F:21])[CH:16]=[C:17]([F:20])[CH:18]=3)[CH:13]=[CH:12][C:11]2=[O:22])[CH2:4][C@H:3]1[O:23][CH3:24].[O:25]=[C:26]1[CH2:31][O:30][C:29]2[CH:32]=[CH:33][C:34]([CH:36]=O)=[N:35][C:28]=2[NH:27]1.C(O[BH-](OC(=O)C)OC(=O)C)(=O)C.[Na+].CO>ClCCl>[F:21][C:15]1[CH:16]=[C:17]([F:20])[CH:18]=[C:19]2[C:14]=1[CH:13]=[CH:12][C:11](=[O:22])[N:10]2[CH2:9][CH2:8][N:5]1[CH2:6][CH2:7][C@H:2]([NH:1][CH2:36][C:34]2[CH:33]=[CH:32][C:29]3[O:30][CH2:31][C:26](=[O:25])[NH:27][C:28]=3[N:35]=2)[C@H:3]([O:23][CH3:24])[CH2:4]1 |f:2.3|. Reported procedure: Cis(±)1-[2-(4-amino-3-methoxypiperidin-1-yl)ethyl]-5,7-difluoroquinolin-2(1H)-one (Intermediate 167, 140 mg, 0.42 mmol), 3-oxo-3,4-dihydro-2H-pyrido[3,2-b][1,4]oxazine-6-carbaldehyde (WO 2004/058144) (75 mg, 0.42 mmol) and sodium triacetoxy borohydride (250 mg, 1.20 mmol) were reacted as described according to Example 69. Chromatography on silica gel with 5% methanol in dichloromethane containing 0.50% ammonium hydroxide gave 120 mg (57%) of the free base of the product. Reaction conditions: temperature 0 celsius, time 2 hour. Reaction SMILES: [C:1]([C:3]1[CH:4]=[C:5]([CH:27]=[CH:28][CH:29]=1)[CH2:6][N:7]1[CH2:11][CH2:10][C@H:9]([NH:12][S:13]([C:16]2[S:24][C:23]3[C:18](=[N:19][C:20]([Cl:25])=[CH:21][CH:22]=3)[CH:17]=2)(=[O:15])=[O:14])[C:8]1=[O:26])#[N:2].CI.[H-].[Na+].[CH3:34]COC(C)=O>CN(C=O)C>[C:1]([C:3]1[CH:4]=[C:5]([CH:27]=[CH:28][CH:29]=1)[CH2:6][N:7]1[CH2:11][CH2:10][C@H:9]([N:12]([CH3:34])[S:13]([C:16]2[S:24][C:23]3[C:18](=[N:19][C:20]([Cl:25])=[CH:21][CH:22]=3)[CH:17]=2)(=[O:15])=[O:14])[C:8]1=[O:26])#[N:2] |f:2.3|. The reactants are CCOC(=O)C (EtOAc), CI (methyl iodide), [H-].[Na+] (sodium hydride), C(#N)C=1C=C(CN2C([C@H](CC2)NS(=O)(=O)C2=CC3=NC(=CC=C3S2)Cl)=O)C=CC1 (5-Chlorothieno[3,2-b]pyridine-2-sulfonic acid [1-(3-cyanobenzyl)-2-oxo-pyrrolidin-3-(S)-yl]-amide). Product: C(#N)C=1C=C(CN2C([C@H](CC2)N(S(=O)(=O)C2=CC3=NC(=CC=C3S2)Cl)C)=O)C=CC1 (5-Chlorothieno[3,2-b]pyridine-2-sulfonic acid [1-(3-cyanobenzyl)-2-oxo-pyrrolidin-3-(S)-yl]-methylamide). The solvent is CN(C)C=O (DMF). Procedure: 5-Chlorothieno[3,2-b]pyridine-2-sulfonic acid [1-(3-cyanobenzyl)-2-oxo-pyrrolidin-3-(S)-yl]-amide (0.25 g, 0.56 mmol) is dissolved in 6 mL of DMF and cooled to 0° C. To the solution is added methyl iodide (0.40 g, 2.82 mmol) and sodium hydride (25 mg of a 60% dispersion in mineral oil, 0.62 mmol). The reaction mixture is allowed to warm to room temperature and is stirred for 2 h. At this time, the solution is diluted with and EtOAc and the layers are separated. The organic layer is washed with 1... As a reaction SMILES: [CH:1](=O)[C:2]1[CH:7]=[CH:6][CH:5]=[CH:4][CH:3]=1.[CH3:9][C:10]([C:12]1[CH:17]=[CH:16][CH:15]=[C:14]([Cl:18])[CH:13]=1)=[O:11]>>[Cl:18][C:14]1[CH:13]=[C:12]([C:10](=[O:11])[CH:9]=[CH:1][C:2]2[CH:7]=[CH:6][CH:5]=[CH:4][CH:3]=2)[CH:17]=[CH:16][CH:15]=1. Product: ClC=1C=C(C=CC1)C(C=CC1=CC=CC=C1)=O (1-(3-chlorophenyl)-3-phenylprop-2-en-1-one). Starting materials: C(C1=CC=CC=C1)=O (benzaldehyde), CC(=O)C1=CC(=CC=C1)Cl (3-chloroacetophenone). Procedure: By a procedure similar to that of example 1.59.1, starting from benzaldehyde and 3-chloroacetophenone, 1-(3-chlorophenyl)-3-phenylprop-2-en-1-one was obtained as yellowish solid. Starting materials: FC1=CC=C(CC2=CC=CC(=N2)C(=O)O)C=C1 (6-(4-fluorobenzyl)picolinic acid), Cl.FC([C@H](N)C1=NC=CC=C1)(F)F ((R)-2,2,2-trifluoro-1-(pyridin-2-yl)ethanamine hydrochloride). The product is FC([C@@H](C1=NC=CC=C1)NC(=O)C1=NC(=CC=C1)CC1=CC=C(C=C1)F)(F)F (6-(4-Fluoro-benzyl)-pyridine-2-carboxylic acid ((R)-2,2,2-trifluoro-1-pyridin-2-yl-ethyl)-amide). RXN SMILES: [F:1][C:2]1[CH:17]=[CH:16][C:5]([CH2:6][C:7]2[N:12]=[C:11]([C:13]([OH:15])=O)[CH:10]=[CH:9][CH:8]=2)=[CH:4][CH:3]=1.Cl.[F:19][C:20]([F:30])([F:29])[C@@H:21]([C:23]1[CH:28]=[CH:27][CH:26]=[CH:25][N:24]=1)[NH2:22]>>[F:30][C:20]([F:19])([F:29])[C@H:21]([NH:22][C:13]([C:11]1[CH:10]=[CH:9][CH:8]=[C:7]([CH2:6][C:5]2[CH:4]=[CH:3][C:2]([F:1])=[CH:17][CH:16]=2)[N:12]=1)=[O:15])[C:23]1[CH:28]=[CH:27][CH:26]=[CH:25][N:24]=1 |f:1.2|. Procedure: The title compound was synthesized in analogy to Example 1, using 6-(4-fluorobenzyl)picolinic acid (Example 277 a) and (R)-2,2,2-trifluoro-1-(pyridin-2-yl)ethanamine hydrochloride (CAN 1228565-87-4) as starting materials. MS (EI): m/e=390.1 [M+H]+. Starting materials: BrC=1SC2=C(N1)C=C(C(=C2C2=CC=C(C=C2)Cl)[C@@H](C(=O)OCC)OC(C)(C)C)C ((S)-ethyl 2-(2-bromo-7-(4-chlorophenyl)-5-methylbenzo[d]thiazol-6-yl)-2-tert-butoxyacetate), CC=1NC2=C(CNCC2)N1 (2-methyl-4,5,6,7-tetrahydro-1H-imidazo[4,5-c]pyridine), C(=O)([O-])[O-].[Cs+].[Cs+] (Cs2CO3). The solvent is C(C)#N (ACN). Reaction conditions: temperature 80 celsius. Product: C(C)(C)(C)O[C@H](C(=O)OCC)C1=C(C2=C(N=C(S2)N2CC3=C(CC2)NC(=N3)C)C=C1C)C1=CC=C(C=C1)Cl ((S)-ethyl 2-tert-butoxy-2-(7-(4-chlorophenyl)-5-methyl-2-(2-methyl-6,7-dihydro-1H-imidazo[4,5-c]pyridin-5(4H)-yl)benzo[d]thiazol-6-yl)acetate). As a reaction SMILES: Br[C:2]1[S:3][C:4]2[C:10]([C:11]3[CH:16]=[CH:15][C:14]([Cl:17])=[CH:13][CH:12]=3)=[C:9]([C@H:18]([O:24][C:25]([CH3:28])([CH3:27])[CH3:26])[C:19]([O:21][CH2:22][CH3:23])=[O:20])[C:8]([CH3:29])=[CH:7][C:5]=2[N:6]=1.[CH3:30][C:31]1[NH:32][C:33]2[CH2:38][CH2:37][NH:36][CH2:35][C:34]=2[N:39]=1.C([O-])([O-])=O.[Cs+].[Cs+]>C(#N)C>[C:25]([O:24][C@@H:18]([C:9]1[C:8]([CH3:29])=[CH:7][C:5]2[N:6]=[C:2]([N:36]3[CH2:37][CH2:38][C:33]4[NH:32][C:31]([CH3:30])=[N:39][C:34]=4[CH2:35]3)[S:3][C:4]=2[C:10]=1[C:11]1[CH:16]=[CH:15][C:14]([Cl:17])=[CH:13][CH:12]=1)[C:19]([O:21][CH2:22][CH3:23])=[O:20])([CH3:28])([CH3:27])[CH3:26] |f:2.3.4|. Reported procedure: A flask was charged with (S)-ethyl 2-(2-bromo-7-(4-chlorophenyl)-5-methylbenzo[d]thiazol-6-yl)-2-tert-butoxyacetate (100 mg, 0.20 mmol), 2-methyl-4,5,6,7-tetrahydro-1H-imidazo[4,5-c]pyridine (85 mg, 0.40 mmol), Cs2CO3 (325 mg, 1.0 mmol), and then diluted with ACN (4 mL). The suspension was heated to 80° C. for 24 hours and then allowed to cool to room temperature. The resulting mixture was filtered and concentrated in vacuo. The crude residue was purified by reverse phase column chromatography (... The reactants are C(=O)(OC(C)(C)C)N(C1CCC(CC1)NCC=1C=C(C=CC1OC)B(O)O)C (3-{[4-(BOC-methyl-amino)-cyclohexylamino]-methyl}-4-methoxy-benzene boronic acid), FC(S(=O)(=O)OC1=CC(=NC(=C1)C)C)(F)F (2,6-Dimethyl-pyridin-4-yl trifluoromethanesulfonate). Yields the product CC1=NC(=CC(=C1)C=1C=CC(=C(CNC2CCC(CC2)N(C(OC(C)(C)C)=O)C)C1)OC)C (tert-Butyl {4-[5-(2,6-dimethyl-pyridin-4-yl)-2-methoxy-benzylamino]-cyclohexyl}-methyl-carbamate). Reaction SMILES: [C:1]([N:8]([CH3:28])[CH:9]1[CH2:14][CH2:13][CH:12]([NH:15][CH2:16][C:17]2[CH:18]=[C:19](B(O)O)[CH:20]=[CH:21][C:22]=2[O:23][CH3:24])[CH2:11][CH2:10]1)([O:3][C:4]([CH3:7])([CH3:6])[CH3:5])=[O:2].FC(F)(F)S(O[C:35]1[CH:40]=[C:39]([CH3:41])[N:38]=[C:37]([CH3:42])[CH:36]=1)(=O)=O>>[CH3:42][C:37]1[CH:36]=[C:35]([C:19]2[CH:20]=[CH:21][C:22]([O:23][CH3:24])=[C:17]([CH:18]=2)[CH2:16][NH:15][CH:12]2[CH2:13][CH2:14][CH:9]([N:8]([CH3:28])[C:1](=[O:2])[O:3][C:4]([CH3:7])([CH3:6])[CH3:5])[CH2:10][CH2:11]2)[CH:40]=[C:39]([CH3:41])[N:38]=1. Reported procedure: Boronic acid 4 (400 mg, 1.02 mmol) is coupled to pyridyl triflate 91 (260 mg, 1.02 mmol) using Method B to give the title compound. The reactants are C1CCOC1, COC(=O)c1cc(S(=O)(=O)c2cnc(Cl)c(Br)c2)c(SC)s1, CCN(C(C)C)C(C)C, CN(C)C=O, NCCCn1ccnc1. Yields the product COC(=O)c1cc(S(=O)(=O)c2cnc(NCCCn3ccnc3)c(Br)c2)c(SC)s1. RXN SMILES: [CH2:41]1[O:42][CH2:43][CH2:44][CH2:45]1.[CH3:1][O:2][C:3](=[O:4])[c:5]1[s:6][c:7]([S:21][CH3:22])[c:8]([S:10](=[O:11])(=[O:12])[c:13]2[cH:14][n:15][c:16]([Cl:20])[c:17]([Br:19])[cH:18]2)[cH:9]1.[CH:32]([N:33]([CH:34]([CH3:35])[CH3:36])[CH2:37][CH3:38])([CH3:39])[CH3:40].[O:46]=[CH:47][N:48]([CH3:49])[CH3:50].[n:23]1([CH2:28][CH2:29][CH2:30][NH2:31])[cH:24][n:25][cH:26][cH:27]1>>[CH3:1][O:2][C:3](=[O:4])[c:5]1[s:6][c:7]([S:21][CH3:22])[c:8]([S:10](=[O:11])(=[O:12])[c:13]2[cH:14][n:15][c:16]([NH:31][CH2:30][CH2:29][CH2:28][n:23]3[cH:24][n:25][cH:26][cH:27]3)[c:17]([Br:19])[cH:18]2)[cH:9]1.